Dataset: the Open Reaction Database (ORD), a public repository of structured organic reaction records. Task: describe an organic reaction: reactants, conditions, products, and yield The reactants are N1=CN=CC(=C1)C#N (Pyrimidine-5-carbonitrile), NO (hydroxylamine). The solvent is CO (methanol). The product is ON=C(N)C=1C=NC=NC1 (N′-Hydroxypyrimidine-5-carboximidamide). Reaction SMILES: [N:1]1[CH:6]=[C:5]([C:7]#[N:8])[CH:4]=[N:3][CH:2]=1.[NH2:9][OH:10]>CO>[OH:10][N:9]=[C:7]([C:5]1[CH:6]=[N:1][CH:2]=[N:3][CH:4]=1)[NH2:8]. Procedure details: A solution of the product of Example 79B (5.47 g, 52 mmol) and aqueous hydroxylamine (Aldrich, 50%, 2.3 mL, 78 mmol) in methanol (50 mL) was stirred at 65° C. for 1 hour and then concentrated under reduced pressure to remove the volatiles. The residue was triturated with EtOAc (30 mL). The precipitates were collected by filtration and dried to give the titled compound. 1H NMR (300 MHz, DMSO-d6) δ 6.14 (s, 2 H), 9.03 (s, 2 H), 9.18 (s, 1 H), 10.06 (s, 1 H) ppm; MS (DCI/NH3) m/z 139 (M+H)+, 156 (M...